Task: describe an organic reaction: reactants, conditions, products, and yield. Dataset: the Open Reaction Database (ORD), a public repository of structured organic reaction records The reactants are ClC1=NC2=CC=CC=C2C(=N1)Cl (2,4-dichloroquinazoline), C(C=C)N (allylamine), CC1=NNC(=C1)C (3,5-dimethylpyrazole). Product: Cl.C(C=C)NC1=NC(=NC2=CC=CC=C12)N1N=C(C=C1C)C (Allyl-[2-(3,5-dimethyl-pyrazol-1-yl)-quinazolin-4-yl]-amine, Hydrochloride). Reaction SMILES: [Cl:1][C:2]1[N:11]=[C:10](Cl)[C:9]2[C:4](=[CH:5][CH:6]=[CH:7][CH:8]=2)[N:3]=1.[CH2:13]([NH2:16])[CH:14]=[CH2:15].[CH3:17][C:18]1[CH:22]=[C:21]([CH3:23])[NH:20][N:19]=1>>[ClH:1].[CH2:13]([NH:16][C:10]1[C:9]2[C:4](=[CH:5][CH:6]=[CH:7][CH:8]=2)[N:3]=[C:2]([N:19]2[C:18]([CH3:17])=[CH:22][C:21]([CH3:23])=[N:20]2)[N:11]=1)[CH:14]=[CH2:15] |f:3.4|. Procedure details: Was prepared according to Method A from 2,4-dichloroquinazoline, allylamine and 3,5-dimethylpyrazole. Mp. 211-212° C. The reactants are C(C)OC(C=O)=O (oxo-acetic acid ethyl ester), CCCC(CCC)N (4-heptylamine), O1COC2=C1C=CC(=C2)C(C(=O)NC(CCC)CCC)=O (2-(benzo[d][1,3]dioxol-5-yl)-N-(heptan-4-yl)-2-oxoacetamide). The product is CCCC(CCC)NC(C(=O)C1=CC(=C(C=C1)O)OC)=O (N-(heptan-4-yl)-2-(4-hydroxy-3-methoxyphenyl)-2-oxoacetamide). The yield is 34.0%. Reaction SMILES: C(OC(=O)C=O)C.CCCC(N)CCC.[O:16]1[C:20]2[CH:21]=[CH:22][C:23]([C:25](=[O:36])[C:26]([NH:28][CH:29]([CH2:33][CH2:34][CH3:35])[CH2:30][CH2:31][CH3:32])=[O:27])=[CH:24][C:19]=2[O:18][CH2:17]1>>[CH3:32][CH2:31][CH2:30][CH:29]([NH:28][C:26](=[O:27])[C:25]([C:23]1[CH:22]=[CH:21][C:20]([OH:16])=[C:19]([O:18][CH3:17])[CH:24]=1)=[O:36])[CH2:33][CH2:34][CH3:35]. Procedure: N-(heptan-4-yl)-2-(4-hydroxy-3-methoxyphenyl)-2-oxoacetamide was prepared from 4-hydroxy-3-methoxy-phenyl)-oxo-acetic acid ethyl ester and 4-heptylamine by the same procedure described for the preparation of 2-(benzo[d][1,3]dioxol-5-yl)-N-(heptan-4-yl)-2-oxoacetamide. White crystals of the title compound (0.7 g, 34% yield) were obtained. Starting materials: COc1cc(-c2ccco2)cc(OC)c1Br, COC(C(=O)N(C)OC)c1ccc(CN2CCOCC2)cc1, CCOC(C)=O. The product is COc1cc(-c2ccc(C(=O)C(OC)c3ccc(CN4CCOCC4)cc3)o2)cc(OC)c1Br. RXN SMILES: [Br:23][c:24]1[c:25]([O:37][CH3:38])[cH:26][c:27](-[c:32]2[o:33][cH:34][cH:35][cH:36]2)[cH:28][c:29]1[O:30][CH3:31].[CH3:1][O:2][N:3]([C:4]([CH:5]([c:6]1[cH:7][cH:8][c:9]([CH2:12][N:13]2[CH2:14][CH2:15][O:16][CH2:17][CH2:18]2)[cH:10][cH:11]1)[O:19][CH3:20])=[O:21])[CH3:22].[CH3:39][CH2:40][O:41][C:42]([CH3:43])=[O:44]>>[C:4]([CH:5]([c:6]1[cH:7][cH:8][c:9]([CH2:12][N:13]2[CH2:14][CH2:15][O:16][CH2:17][CH2:18]2)[cH:10][cH:11]1)[O:19][CH3:20])(=[O:21])[c:34]1[o:33][c:32](-[c:27]2[cH:26][c:25]([O:37][CH3:38])[c:24]([Br:23])[c:29]([O:30][CH3:31])[cH:28]2)[cH:36][cH:35]1. Starting materials: ClCCCCOC=1C=CC2=C(C(OC(N2)=O)(CC)CC)C1 (6-(4-chlorobutoxy)-4,4-diethyl-4H-3,1-benzoxazin-2-one), C(C)(=O)NC1=CC=C(C=C1)S (4-acetamido-thiophenol). The product is C(C)(=O)NC1=CC=C(C=C1)SCCCCOC=1C=CC2=C(C(OC(N2)=O)(CC)CC)C1 (6-[4-(4-Acetamido-phenylmercapto)-butoxy]-4,4-diethyl-4H-3,1-benzoxazin-2-one). RXN SMILES: Cl[CH2:2][CH2:3][CH2:4][CH2:5][O:6][C:7]1[CH:8]=[CH:9][C:10]2[NH:15][C:14](=[O:16])[O:13][C:12]([CH2:19][CH3:20])([CH2:17][CH3:18])[C:11]=2[CH:21]=1.[C:22]([NH:25][C:26]1[CH:31]=[CH:30][C:29]([SH:32])=[CH:28][CH:27]=1)(=[O:24])[CH3:23]>>[C:22]([NH:25][C:26]1[CH:31]=[CH:30][C:29]([S:32][CH2:2][CH2:3][CH2:4][CH2:5][O:6][C:7]2[CH:8]=[CH:9][C:10]3[NH:15][C:14](=[O:16])[O:13][C:12]([CH2:19][CH3:20])([CH2:17][CH3:18])[C:11]=3[CH:21]=2)=[CH:28][CH:27]=1)(=[O:24])[CH3:23]. Procedure details: Prepared analogously to Example 1 from 6-(4-chlorobutoxy)-4,4-diethyl-4H-3,1-benzoxazin-2-one and 4-acetamido-thiophenol. The reactants are [OH-].[Na+] (Sodium hydroxide), Cl (HCl), Cl (HCl), CCN(C(C)C)C(C)C (i-Pr2NEt), C(C)(C)(C)OC(=O)N1C[C@H]([C@H](CC1)C1=CC(N(C=C1)C)=O)C(=O)O ((3S,4S)-1′-Methyl-2′-oxo-3,4,5,6,1′,2′-hexahydro-2H-[4,4′]bipyridinyl-1,3-dicarboxylic acid 1-tert-butyl ester), S(C)(=O)(=O)O.BrC=1C=C(CNC2CC2)C=C(C1C)CCCOC (N-[3-Bromo-5-(3-methoxypropyl)-4-methylbenzyl]cyclopropanamine mesylate), CN(C)C=O (DMF), C(C(=O)Cl)(=O)Cl (Oxalyl chloride), Cl (HCl). The solvent is CC(C)O (IPA), CC(C)O (IPA), ClCCl (dichloromethane), CC(C)(C)OC (MTBE), ClCCl (dichloromethane), O (water), ClCCl (dichloromethane). Reaction conditions: temperature -15 celsius, time 75 minute. Product: Cl.BrC=1C=C(C=C(C1C)CCCOC)CN(C(=O)[C@@H]1CNCC[C@H]1C1=CC(N(C=C1)C)=O)C1CC1 ((3S,4R)-N-({3-Bromo-4-methyl-5-[3-(methyloxy)propyl]phenyl}methyl)-N-cyclopropyl-4-(1-methyl-2-oxo-1,2-dihydro-4-pyridinyl)-3-piperidinecarboxamide hydrochloride). As a reaction SMILES: C(OC([N:8]1[CH2:13][CH2:12][C@H:11]([C:14]2[CH:19]=[CH:18][N:17]([CH3:20])[C:16](=[O:21])[CH:15]=2)[C@H:10]([C:22]([OH:24])=O)[CH2:9]1)=O)(C)(C)C.CN(C=O)C.C(Cl)(=O)C([Cl:33])=O.S(O)(=O)(=O)C.[Br:41][C:42]1[CH:43]=[C:44]([CH:50]=[C:51]([CH2:54][CH2:55][CH2:56][O:57][CH3:58])[C:52]=1[CH3:53])[CH2:45][NH:46][CH:47]1[CH2:49][CH2:48]1.CCN(C(C)C)C(C)C.Cl.[OH-].[Na+]>ClCCl.CC(O)C.CC(OC)(C)C.O>[ClH:33].[Br:41][C:42]1[CH:43]=[C:44]([CH2:45][N:46]([CH:47]2[CH2:48][CH2:49]2)[C:22]([C@H:10]2[C@H:11]([C:14]3[CH:19]=[CH:18][N:17]([CH3:20])[C:16](=[O:21])[CH:15]=3)[CH2:12][CH2:13][NH:8][CH2:9]2)=[O:24])[CH:50]=[C:51]([CH2:54][CH2:55][CH2:56][O:57][CH3:58])[C:52]=1[CH3:53] |f:3.4,7.8,13.14|. Procedure: (3S,4S)-1′-Methyl-2′-oxo-3,4,5,6,1′,2′-hexahydro-2H-[4,4′]bipyridinyl-1,3-dicarboxylic acid 1-tert-butyl ester (carboxylic acid 1; 1.0 equiv.) was dissolved in dichloromethane (10 volumes). DMF (0.2 equiv.) was charged and the solution cooled to −15° C. Oxalyl chloride (0.95 equiv.) was added over 2.5 h. N-[3-Bromo-5-(3-methoxypropyl)-4-methylbenzyl]cyclopropanamine mesylate (amine 76 mesylate; 0.90 equiv.) dissolved in dichloromethane (2 volumes) and i-Pr2NEt (3.3 equiv.) was then added over 1 ...